Dataset: the Open Reaction Database (ORD), a public repository of structured organic reaction records. Task: describe an organic reaction: reactants, conditions, products, and yield The reactants are C(C)(C)(C)OC(=O)N1CCC(CC1)CO (1-(tert-butoxycarbonyl)-4-hydroxymethylpiperidine), N(=NC(=O)OC(C)C)C(=O)OC(C)C (Diisopropyl azodicarboxylate), FC1=C2C=C(NC2=CC=C1OC1=NC=NC2=CC(=C(C=C12)OC)O)C (4-(4-fluoro-2-methylindol-5-yloxy)-7-hydroxy-6-methoxyquinazoline), OCC1CCN(CC1)C(=O)OC(C)(C)C (tert-butyl 4-(hydroxymethyl)piperidine-1-carboxylate), C1(=CC=CC=C1)P(C1=CC=CC=C1)C1=CC=CC=C1 (triphenylphosphine). Run in C(Cl)Cl (methylene chloride). Conditions: time 8 hour. The product is FC1=C2C=C(NC2=CC=C1OC1=NC=NC2=CC(=C(C=C12)OC)OCC1CCN(CC1)C(=O)OC(C)(C)C)C (tert-butyl 4-[(4-[(4-fluoro-2-methyl-1H-indol-5-yl)oxy]-6-methoxyquinazolin-7-yloxy)methyl]piperidine-1-carboxylate). Isolated yield 86.0%. As a reaction SMILES: N(C(OC(C)C)=O)=NC(OC(C)C)=O.[F:15][C:16]1[C:24]([O:25][C:26]2[C:35]3[C:30](=[CH:31][C:32]([OH:38])=[C:33]([O:36][CH3:37])[CH:34]=3)[N:29]=[CH:28][N:27]=2)=[CH:23][CH:22]=[C:21]2[C:17]=1[CH:18]=[C:19]([CH3:39])[NH:20]2.C1(P(C2C=CC=CC=2)C2C=CC=CC=2)C=CC=CC=1.[C:59]([O:63][C:64]([N:66]1[CH2:71][CH2:70][CH:69]([CH2:72]O)[CH2:68][CH2:67]1)=[O:65])([CH3:62])([CH3:61])[CH3:60]>C(Cl)Cl>[F:15][C:16]1[C:24]([O:25][C:26]2[C:35]3[C:30](=[CH:31][C:32]([O:38][CH2:72][CH:69]4[CH2:70][CH2:71][N:66]([C:64]([O:63][C:59]([CH3:60])([CH3:62])[CH3:61])=[O:65])[CH2:67][CH2:68]4)=[C:33]([O:36][CH3:37])[CH:34]=3)[N:29]=[CH:28][N:27]=2)=[CH:23][CH:22]=[C:21]2[C:17]=1[CH:18]=[C:19]([CH3:39])[NH:20]2. Reported procedure: Diisopropyl azodicarboxylate (139 μl, 0.71 mmol) was added to a mixture of 4-(4-fluoro-2-methylindol-5-yloxy)-7-hydroxy-6-methoxyquinazoline (200 mg, 0.59 mmol), (prepared as described for the starting material in Example 7), triphenylphosphine (186 mg, 0.71 mmol) and 1-(tert-butoxycarbonyl)-4-hydroxymethylpiperidine, (also known as tert-butyl 4-(hydroxymethyl)piperidine-1-carboxylate), (152 mg, 0.71 mmol) in methylene chloride (3 ml), cooled in an ice/water bath. The mixture was allowed to warm... Starting materials: S1C=C(C=C1)C=1C=C(C=C(C1)C(F)(F)F)C=1N=C(OC1)CCC(=O)OC (methyl 3-(4-(3-(thiophen-3-yl)-5-(trifluoromethyl)phenyl)oxazol-2-yl)propanoate), ClC=1C=C(C=C(C1)C(F)(F)F)C=1N=C(OC1)CCC(=O)O (3-(4-(3-chloro-5-(trifluoromethyl)phenyl)oxazol-2-yl)propanoic acid). The product is S1C=C(C=C1)C=1C=C(C=C(C1)C(F)(F)F)C=1N=C(OC1)CCC(=O)O (3-(4-(3-(thiophen-3-yl)-5-(trifluoromethyl)phenyl)oxazol-2-yl)propanoic acid). Isolated yield 77.0%. RXN SMILES: [S:1]1[CH:5]=[CH:4][C:3]([C:6]2[CH:7]=[C:8]([C:16]3[N:17]=[C:18]([CH2:21][CH2:22][C:23]([O:25]C)=[O:24])[O:19][CH:20]=3)[CH:9]=[C:10]([C:12]([F:15])([F:14])[F:13])[CH:11]=2)=[CH:2]1.ClC1C=C(C2N=C(CCC(O)=O)OC=2)C=C(C(F)(F)F)C=1>>[S:1]1[CH:5]=[CH:4][C:3]([C:6]2[CH:7]=[C:8]([C:16]3[N:17]=[C:18]([CH2:21][CH2:22][C:23]([OH:25])=[O:24])[O:19][CH:20]=3)[CH:9]=[C:10]([C:12]([F:13])([F:14])[F:15])[CH:11]=2)=[CH:2]1. Procedure: The title compound was prepared from methyl 3-(4-(3-(thiophen-3-yl)-5-(trifluoromethyl)phenyl)oxazol-2-yl)propanoate (Reference Example 48) by a procedure similar to the one described for 3-(4-(3-chloro-5-(trifluoromethyl)phenyl)oxazol-2-yl)propanoic acid (Reference example 52) to provide 3-(4-(3-(thiophen-3-yl)-5-(trifluoromethyl)phenyl)oxazol-2-yl)propanoic acid (0.268 g, 77%) as a white solid. RXN SMILES: [C:37](=[O:38])([O-:39])[O-:40].[C:6]([CH3:7])([CH3:8])([CH3:9])[c:10]1[cH:11][cH:12][c:13]([NH:14][c:15]2[cH:16][cH:17][c:18]([O:19][c:20]3[cH:21][cH:22][n:23][c:24]4[cH:25][c:26]([OH:32])[c:27]([O:30][CH3:31])[cH:28][c:29]34)[cH:33][cH:34]2)[cH:35][cH:36]1.[CH3:1][N:2]([CH3:3])[CH:4]=[O:5].[CH3:53][CH2:54][O:55][C:56](=[O:57])[CH3:58].[Cl:44][CH2:45][CH2:46][N:47]1[CH2:48][CH2:49][O:50][CH2:51][CH2:52]1.[ClH:43].[K+:41].[K+:42].[OH2:59]>>[C:6]([CH3:7])([CH3:8])([CH3:9])[c:10]1[cH:11][cH:12][c:13]([NH:14][c:15]2[cH:16][cH:17][c:18]([O:19][c:20]3[cH:21][cH:22][n:23][c:24]4[cH:25][c:26]([O:32][CH2:45][CH2:46][N:47]5[CH2:48][CH2:49][O:50][CH2:51][CH2:52]5)[c:27]([O:30][CH3:31])[cH:28][c:29]34)[cH:33][cH:34]2)[cH:35][cH:36]1. Product: COc1cc2c(Oc3ccc(Nc4ccc(C(C)(C)C)cc4)cc3)ccnc2cc1OCCN1CCOCC1. Starting materials: O=C([O-])[O-], COc1cc2c(Oc3ccc(Nc4ccc(C(C)(C)C)cc4)cc3)ccnc2cc1O, CN(C)C=O, CCOC(C)=O, ClCCN1CCOCC1, Cl, [K+], [K+], O. Starting materials: C1CCOC1 (THF), C1CCOC1 (THF), N([C@@H](CC(C)C)C(=O)O)C(=O)OC(C)(C)C.O (BOC-Leu-OH.H2O), N1[C@H](C(=O)OCC2=CC=CC=C2)CCC1 (H-Pro-OBzl). The solvent is CN(C)C=O (DMF), CN(C)C=O (DMF). Conditions: time 8 hour. The product is N([C@@H](CC(C)C)C(=O)N1[C@H](C(=O)OCC2=CC=CC=C2)CCC1)C(=O)OC(C)(C)C (BOC-Leu-Pro-OBzl). Reaction SMILES: C1COCC1.[NH:6]([C:15]([O:17][C:18]([CH3:21])([CH3:20])[CH3:19])=[O:16])[C@H:7]([C:12]([OH:14])=O)[CH2:8][CH:9]([CH3:11])[CH3:10].O.[NH:23]1[CH2:37][CH2:36][CH2:35][C@H:24]1[C:25]([O:27][CH2:28][C:29]1[CH:34]=[CH:33][CH:32]=[CH:31][CH:30]=1)=[O:26]>CN(C=O)C>[NH:6]([C:15]([O:17][C:18]([CH3:21])([CH3:20])[CH3:19])=[O:16])[C@H:7]([C:12]([N:23]1[CH2:37][CH2:36][CH2:35][C@H:24]1[C:25]([O:27][CH2:28][C:29]1[CH:30]=[CH:31][CH:32]=[CH:33][CH:34]=1)=[O:26])=[O:14])[CH2:8][CH:9]([CH3:10])[CH3:11] |f:1.2|. Reported procedure: THF (300 ml) was added to BOC-Leu-OH.H2O (149.59 g, 0.6 M). THF (150 ml) and DMF (100 ml) were added thereto to prepare a solution. Then H-Pro-OBzl (152.28 g, 0.63 M) was added thereto, and WSCI (120.8 ml, 0.66 M) was added dropwise at -10° C., and further DMF (100 ml) was added; then the mixture was stirred at room temperature overnight. After distilling off the solvent in vacuo, ethyl acetate (600 ml) was added to the residue, which was then washed three times with 5% aqueous sodium bicarbonat...